Dataset: the Open Reaction Database (ORD), a public repository of structured organic reaction records. Task: describe an organic reaction: reactants, conditions, products, and yield The reactants are C[O-].[Na+].CO (sodium methoxide methanol), FC1=CC=C(C=C1)C(CN(S(=O)(=O)C=1C2=C(SC1Br)C(CCC2)=O)C)O (2-bromo-7-oxo-4,5,6,7-tetrahydro-benzo[b]thiophene-3-sulfonic acid [2-(4-fluorophenyl)-2-hydroxy-ethyl]-methyl-amide), O (water). The solvent is CO (methanol). Conditions: time 3 hour. Product: FC1=CC=C(C=C1)C(CN(S(=O)(=O)C=1C2=C(SC1OC)C(CCC2)=O)C)O (2-Methoxy-7-oxo-4,5,6,7-tetrahydro-benzo[b]thiophene-3-sulfonic acid[2-(4-fluorophenyl)-2-hydroxy-ethyl]-methyl-amide). RXN SMILES: [F:1][C:2]1[CH:7]=[CH:6][C:5]([CH:8]([OH:26])[CH2:9][N:10]([CH3:25])[S:11]([C:14]2[C:15]3[CH2:23][CH2:22][CH2:21][C:20](=[O:24])[C:16]=3[S:17][C:18]=2Br)(=[O:13])=[O:12])=[CH:4][CH:3]=1.[CH3:27][O-:28].[Na+].CO.O>CO>[F:1][C:2]1[CH:7]=[CH:6][C:5]([CH:8]([OH:26])[CH2:9][N:10]([CH3:25])[S:11]([C:14]2[C:15]3[CH2:23][CH2:22][CH2:21][C:20](=[O:24])[C:16]=3[S:17][C:18]=2[O:28][CH3:27])(=[O:13])=[O:12])=[CH:4][CH:3]=1 |f:1.2.3|. Procedure: To a solution of 2-bromo-7-oxo-4,5,6,7-tetrahydro-benzo[b]thiophene-3-sulfonic acid [2-(4-fluorophenyl)-2-hydroxy-ethyl]-methyl-amide (the compound of Preparation Example 58) (80 mg) in methanol (3 mL) was added a solution of 28% sodium methoxide/methanol (0.8 mL). After stirring at room temperature for 3 hours, the reaction solution was poured into water, extracted with ethyl acetate and dried with anhydrous magnesium sulfate. The residue resulting from the removal of the solvent by evaporation...